Dataset: the Open Reaction Database (ORD), a public repository of structured organic reaction records. Task: describe an organic reaction: reactants, conditions, products, and yield Starting materials: C(#N)C(C(=O)OCCO)=C(C1=CC=CC=C1)C1=CC=CC=C1 (2-hydroxyethyl 2-cyano-3,3-diphenylacrylate), C(C=C)Br (allyl bromide), [H-].[Na+] (sodium hydride), oil. Conditions: temperature 66 celsius. The product is C(C=C)OCCOC(C(=C(C1=CC=CC=C1)C1=CC=CC=C1)C#N)=O (2-(2-Cyano-3,3-Diphenylacryloxy)Ethyl Allyl Ether). RXN SMILES: [C:1]([C:3](=[C:10]([C:17]1[CH:22]=[CH:21][CH:20]=[CH:19][CH:18]=1)[C:11]1[CH:16]=[CH:15][CH:14]=[CH:13][CH:12]=1)[C:4]([O:6][CH2:7][CH2:8][OH:9])=[O:5])#[N:2].[H-].[Na+].[CH2:25](Br)[CH:26]=[CH2:27]>>[CH2:27]([O:9][CH2:8][CH2:7][O:6][C:4](=[O:5])[C:3]([C:1]#[N:2])=[C:10]([C:17]1[CH:18]=[CH:19][CH:20]=[CH:21][CH:22]=1)[C:11]1[CH:12]=[CH:13][CH:14]=[CH:15][CH:16]=1)[CH:26]=[CH2:25] |f:1.2|. Reported procedure: Into a round bottom flask equipped with magnetic stirrer, reflux condenser and drying tube was charged 20 ml. of dry tetrahydrofuran and 3.2 g. (0.011 moles) of 2-hydroxyethyl 2-cyano-3,3-diphenylacrylate and the solution is rapidly stirred. Then sodium hydride 0.79 g. (0.016 moles) as a 50% oil dispersion was added portionwise. To the resulting suspension was added 5.3 g. (0.044 moles) of allyl bromide and the mixture was heated at reflux (66° C.) for 5.5 hours. Upon cooling, a white insoluble ... Starting materials: C(CCC)[Li] (Butyllithium), 2.5m, hexanes, BrC1=NC=CC=C1OCOCC (2-bromo-3-(ethoxymethoxy)pyridine), BrC=1C=C2C(C3=C(C=NC(=C3)Cl)OC2=CC1)=NS(=O)C(C)(C)C (N-(7-bromo-3-chloro-5H-chromeno[2,3-c]pyridin-5-ylidene)-2-methylpropane-2-sulfinamide). Solvent: C1CCOC1 (THF), C1CCOC1 (THF). Run at time 25 minute. The product is NC1(C2=CC(=CC=C2OC=2C=NC(=CC21)Cl)Br)C2=NC=CC=C2O (2-(5-amino-7-bromo-3-chloro-5H-chromeno[2,3-c]pyridin-5-yl)pyridin-3-ol). The yield is 71.3%. RXN SMILES: C([Li])CCC.Br[C:7]1[C:12]([O:13]COCC)=[CH:11][CH:10]=[CH:9][N:8]=1.[Br:18][C:19]1[CH:20]=[C:21]2[C:31](=[CH:32][CH:33]=1)[O:30][C:24]1[CH:25]=[N:26][C:27]([Cl:29])=[CH:28][C:23]=1[C:22]2=[N:34]S(C(C)(C)C)=O>C1COCC1>[NH2:34][C:22]1([C:7]2[C:12]([OH:13])=[CH:11][CH:10]=[CH:9][N:8]=2)[C:23]2[CH:28]=[C:27]([Cl:29])[N:26]=[CH:25][C:24]=2[O:30][C:31]2[C:21]1=[CH:20][C:19]([Br:18])=[CH:33][CH:32]=2. Procedure: Butyllithium solution, 2.5m in hexanes (1.70 mL, 4.24 mmol) was added dropwise to a solution of 2-bromo-3-(ethoxymethoxy)pyridine (0.98 g, 4.24 mmol) in THF 25 mL at −78° C. The reaction was stirred for 25 min. Then N-(7-bromo-3-chloro-5H-chromeno[2,3-c]pyridin-5-ylidene)-2-methylpropane-2-sulfinamide (1.35 g, 3.26 mmol, prepared as in Example 18b) in THF was added. The reaction was warmed up to RT and stirred for 1 h. The reaction was quenched with aq. ammonium chloride and extracted with EtOAc... Starting materials: O1CCCC1 (tetrahydrofuran), [BH4-].[Li+] (lithium borohydride), ClC=1C=C(OCC2CN(C(O2)=O)C(C(=O)OCC)CCC)C=CC1 (ethyl 2-[5-(3-chlorophenoxymethyl)-2-oxooxazolidin-3-yl]pentanoate). Run in CO (methanol). Product: ClC=1C=C(OCC2CN(C(O2)=O)C(CO)CCC)C=CC1 (2-[5-(3-Chlorophenoxymethyl)-2-oxooxazolidin-3-yl]pentanol). Yield: 57.5%. RXN SMILES: [Cl:1][C:2]1[CH:3]=[C:4]([CH:22]=[CH:23][CH:24]=1)[O:5][CH2:6][CH:7]1[O:11][C:10](=[O:12])[N:9]([CH:13]([CH2:19][CH2:20][CH3:21])[C:14](OCC)=[O:15])[CH2:8]1.O1CCCC1.[BH4-].[Li+]>CO>[Cl:1][C:2]1[CH:3]=[C:4]([CH:22]=[CH:23][CH:24]=1)[O:5][CH2:6][CH:7]1[O:11][C:10](=[O:12])[N:9]([CH:13]([CH2:19][CH2:20][CH3:21])[CH2:14][OH:15])[CH2:8]1 |f:2.3|. Reported procedure: A procedure similar to that described in Preparation 5 was repeated, except that 4.38 g of ethyl 2-[5-(3-chlorophenoxymethyl)-2-oxooxazolidin-3-yl]pentanoate (less polar isomer), obtained as described in Preparation 96, 40 ml of anhydrous tetrahydrofuran, 0.39 g of lithium borohydride and 0.29 g of anhydrous methanol were used, to give 2.22 g of the title compound, melting at 79° C. to 81° C., from the less polar diastereomer. The reactants are ClC1=C(C=CC=C1)C=1N(C=C(N1)C(=O)O)C1=CC=C(C=C1)Cl (2-(2-chlorophenyl)-1-(4-chlorophenyl)-1H-imidazole-4-carboxylic acid), BrN1C(CCC1=O)=O (N-bromosuccinimide). Run in CN(C=O)C (dimethylformamide). The product is BrC1=C(N=C(N1C1=CC=C(C=C1)Cl)C1=C(C=CC=C1)Cl)C(=O)O (5-bromo-2-(2-chlorophenyl)-1-(4-chlorophenyl)-1H-imidazole-4-carboxylic acid). Yield: 49.7%. As a reaction SMILES: [Cl:1][C:2]1[CH:7]=[CH:6][CH:5]=[CH:4][C:3]=1[C:8]1[N:9]([C:16]2[CH:21]=[CH:20][C:19]([Cl:22])=[CH:18][CH:17]=2)[CH:10]=[C:11]([C:13]([OH:15])=[O:14])[N:12]=1.[Br:23]N1C(=O)CCC1=O>CN(C)C=O>[Br:23][C:10]1[N:9]([C:16]2[CH:17]=[CH:18][C:19]([Cl:22])=[CH:20][CH:21]=2)[C:8]([C:3]2[CH:4]=[CH:5][CH:6]=[CH:7][C:2]=2[Cl:1])=[N:12][C:11]=1[C:13]([OH:15])=[O:14]. Procedure details: A solution of 2-(2-chlorophenyl)-1-(4-chlorophenyl)-1H-imidazole-4-carboxylic acid (50 mg, 0.15 mmol) and N-bromosuccinimide (88 mg, 0.49 mmol) in dimethylformamide (5 mL) was stirred at 75° C. for 3 days. The solution was purified by preparative HPLC to give 5-bromo-2-(2-chlorophenyl)-1-(4-chlorophenyl)-1H-imidazole-4-carboxylic acid as a white solid (30.7 mg, 50%). LC-MS m/z 411.2 (MH+), retention time 2.70 min (method 2).